This data is from the Open Reaction Database (ORD), a public repository of structured organic reaction records. The task is: describe an organic reaction: reactants, conditions, products, and yield The reactants are ClCCl, O=C(Cl)c1ccc(C(F)(F)F)cc1F, COc1cc(-c2nn(C3CCC(=O)CC3)c3ncnc(N)c23)ccc1N, c1ccncc1. Product: COc1cc(-c2nn(C3CCC(=O)CC3)c3ncnc(N)c23)ccc1NC(=O)c1ccc(C(F)(F)F)cc1F. As a reaction SMILES: [Cl:47][CH2:48][Cl:49].[F:1][c:2]1[c:3]([C:12](=[O:13])[Cl:14])[cH:4][cH:5][c:6]([C:8]([F:9])([F:10])[F:11])[cH:7]1.[NH2:21][c:22]1[c:23]2[c:24]([n:25][cH:26][n:27]1)[n:28]([CH:40]1[CH2:41][CH2:42][C:43](=[O:46])[CH2:44][CH2:45]1)[n:29][c:30]2-[c:31]1[cH:32][c:33]([O:38][CH3:39])[c:34]([NH2:37])[cH:35][cH:36]1.[cH:15]1[cH:16][cH:17][n:18][cH:19][cH:20]1>>[F:1][c:2]1[c:3]([C:12](=[O:13])[NH:37][c:34]2[c:33]([O:38][CH3:39])[cH:32][c:31](-[c:30]3[c:23]4[c:22]([NH2:21])[n:27][cH:26][n:25][c:24]4[n:28]([CH:40]4[CH2:41][CH2:42][C:43](=[O:46])[CH2:44][CH2:45]4)[n:29]3)[cH:36][cH:35]2)[cH:4][cH:5][c:6]([C:8]([F:9])([F:10])[F:11])[cH:7]1.